From a dataset of the Open Reaction Database (ORD), a public repository of structured organic reaction records. describe an organic reaction: reactants, conditions, products, and yield Starting materials: O=C(NC1CCNCC1)c1ccccc1, CC(C)O, CC(=O)Nc1ccc(OCC2CO2)cc1. Product: CC(=O)Nc1ccc(OCC(O)CN2CCC(NC(=O)c3ccccc3)CC2)cc1. Reaction SMILES: [C:16]([c:17]1[cH:18][cH:19][cH:20][cH:21][cH:22]1)(=[O:23])[NH:24][CH:25]1[CH2:26][CH2:27][NH:28][CH2:29][CH2:30]1.[CH:31]([OH:32])([CH3:33])[CH3:34].[O:1]1[CH:2]([CH2:3][O:4][c:5]2[cH:6][cH:7][c:8]([NH:11][C:12]([CH3:13])=[O:14])[cH:9][cH:10]2)[CH2:15]1>>[OH:1][CH:2]([CH2:3][O:4][c:5]1[cH:6][cH:7][c:8]([NH:11][C:12]([CH3:13])=[O:14])[cH:9][cH:10]1)[CH2:15][N:28]1[CH2:27][CH2:26][CH:25]([NH:24][C:16]([c:17]2[cH:18][cH:19][cH:20][cH:21][cH:22]2)=[O:23])[CH2:30][CH2:29]1.